This data is from the Open Reaction Database (ORD), a public repository of structured organic reaction records. The task is: describe an organic reaction: reactants, conditions, products, and yield The reactants are N (ammonia), C(C)(=O)OC=1C=C(NC2=NC=NC3=CC(=C(C=C23)OC)OCCOC)C=CC1C (4-(3-acetoxy-4-methylanilino)-6-methoxy-7-(2-methoxyethoxy)quinazoline), ClC(Cl)Cl (trichloromethane). Solvent: CO (methanol). The product is Cl.OC=1C=C(NC2=NC=NC3=CC(=C(C=C23)OC)OCCOC)C=CC1C (4-(3-hydroxy-4-methylanilino)-6-methoxy-7-(2-methoxyethoxy)quinazoline hydrochloride). Isolated yield 80.0%. RXN SMILES: N.C([O:5][C:6]1[CH:7]=[C:8]([CH:27]=[CH:28][C:29]=1[CH3:30])[NH:9][C:10]1[C:19]2[C:14](=[CH:15][C:16]([O:22][CH2:23][CH2:24][O:25][CH3:26])=[C:17]([O:20][CH3:21])[CH:18]=2)[N:13]=[CH:12][N:11]=1)(=O)C.[Cl:31]C(Cl)Cl>CO>[ClH:31].[OH:5][C:6]1[CH:7]=[C:8]([CH:27]=[CH:28][C:29]=1[CH3:30])[NH:9][C:10]1[C:19]2[C:14](=[CH:15][C:16]([O:22][CH2:23][CH2:24][O:25][CH3:26])=[C:17]([O:20][CH3:21])[CH:18]=2)[N:13]=[CH:12][N:11]=1 |f:4.5|. Procedure details: Concentrated aqueous ammonia (8 ml) was added to a solution of 4-(3-acetoxy-4-methylanilino)-6-methoxy-7-(2-methoxyethoxy)quinazoline (2.38 g, 6 mmol) in a mixture of trichloromethane (24 ml) and methanol (24 ml). The mixture was heated at reflux for 8 hours and the volatiles removed by evaporation. The residue was triturated with water, the resulting solid was collected by filtration and recrystallised from methylene chloride/ethanol. The product was redissolved in a mixture of methylene chlori...